Dataset: the Open Reaction Database (ORD), a public repository of structured organic reaction records. Task: describe an organic reaction: reactants, conditions, products, and yield Product: CCCCCCCCC(F)COc1c(F)c(F)cc2c1CCC(c1ccc(OCCCCCC)nc1)C2. The reactants are CCCCCCOc1ccc(C2CCc3c(cc(F)c(F)c3O)C2)cn1, CCCCCCCCC(F)CO. As a reaction SMILES: [F:1][c:2]1[c:3]([OH:26])[c:4]2[c:9]([cH:10][c:11]1[F:12])[CH2:8][CH:7]([c:13]1[cH:14][n:15][c:16]([O:19][CH2:20][CH2:21][CH2:22][CH2:23][CH2:24][CH3:25])[cH:17][cH:18]1)[CH2:6][CH2:5]2.[F:27][CH:28]([CH2:29][OH:30])[CH2:31][CH2:32][CH2:33][CH2:34][CH2:35][CH2:36][CH2:37][CH3:38]>>[F:1][c:2]1[c:3]([O:26][CH2:29][CH:28]([F:27])[CH2:31][CH2:32][CH2:33][CH2:34][CH2:35][CH2:36][CH2:37][CH3:38])[c:4]2[c:9]([cH:10][c:11]1[F:12])[CH2:8][CH:7]([c:13]1[cH:14][n:15][c:16]([O:19][CH2:20][CH2:21][CH2:22][CH2:23][CH2:24][CH3:25])[cH:17][cH:18]1)[CH2:6][CH2:5]2. The reactants are CO, Cc1ccccc1, CC(=O)Cl, Cc1c(CN2CCN(c3nccnc3Cl)CC2)cnn1C. The product is Cc1c(CN2CCN(c3nccnc3Cl)CC2)cnn1C, Cl. As a reaction SMILES: [CH3:1][OH:2].[CH3:28][c:29]1[cH:30][cH:31][cH:32][cH:33][cH:34]1.[CH3:3][C:4]([Cl:5])=[O:6].[Cl:7][c:8]1[c:9]([N:14]2[CH2:15][CH2:16][N:17]([CH2:20][c:21]3[cH:22][n:23][n:24]([CH3:27])[c:25]3[CH3:26])[CH2:18][CH2:19]2)[n:10][cH:11][cH:12][n:13]1>>[Cl:7][c:8]1[c:9]([N:14]2[CH2:15][CH2:16][N:17]([CH2:20][c:21]3[cH:22][n:23][n:24]([CH3:27])[c:25]3[CH3:26])[CH2:18][CH2:19]2)[n:10][cH:11][cH:12][n:13]1.[ClH:5]. Reactants: FC(F)(F)c1ccc(Br)nc1, O=C([O-])[O-], CCOC(=O)c1c(C=O)c2cc(B3OC(C)(C)C(C)(C)O3)ccc2n1-c1ccc(OC(C)C)cc1, Cc1ccccc1, CCO, [Na+], [Na+], O, c1ccc(P(c2ccccc2)(c2ccccc2)[Pd](P(c2ccccc2)(c2ccccc2)c2ccccc2)(P(c2ccccc2)(c2ccccc2)c2ccccc2)P(c2ccccc2)(c2ccccc2)c2ccccc2)cc1. Yields the product CCOC(=O)c1c(C=O)c2cc(-c3ccc(C(F)(F)F)cn3)ccc2n1-c1ccc(OC(C)C)cc1. As a reaction SMILES: [Br:36][c:37]1[n:38][cH:39][c:40]([C:43]([F:44])([F:45])[F:46])[cH:41][cH:42]1.[C:47](=[O:48])([O-:49])[O-:50].[CH2:1]([CH3:2])[O:3][C:4](=[O:5])[c:6]1[n:7](-[c:26]2[cH:27][cH:28][c:29]([O:32][CH:33]([CH3:34])[CH3:35])[cH:30][cH:31]2)[c:8]2[cH:9][cH:10][c:11]([B:17]3[O:18][C:19]([CH3:20])([CH3:21])[C:22]([CH3:23])([CH3:24])[O:25]3)[cH:12][c:13]2[c:14]1[CH:15]=[O:16].[CH3:134][c:135]1[cH:136][cH:137][cH:138][cH:139][cH:140]1.[CH3:53][CH2:54][OH:55].[Na+:51].[Na+:52].[OH2:133].[cH:56]1[cH:57][cH:58][c:59]([P:60]([Pd:61]([P:62]([c:63]2[cH:64][cH:65][cH:66][cH:67][cH:68]2)([c:69]2[cH:70][cH:71][cH:72][cH:73][cH:74]2)[c:75]2[cH:76][cH:77][cH:78][cH:79][cH:80]2)([P:81]([c:82]2[cH:83][cH:84][cH:85][cH:86][cH:87]2)([c:88]2[cH:89][cH:90][cH:91][cH:92][cH:93]2)[c:94]2[cH:95][cH:96][cH:97][cH:98][cH:99]2)[P:100]([c:101]2[cH:102][cH:103][cH:104][cH:105][cH:106]2)([c:107]2[cH:108][cH:109][cH:110][cH:111][cH:112]2)[c:113]2[cH:114][cH:115][cH:116][cH:117][cH:118]2)([c:119]2[cH:120][cH:121][cH:122][cH:123][cH:124]2)[c:125]2[cH:126][cH:127][cH:128][cH:129][cH:130]2)[cH:131][cH:132]1>>[CH2:1]([CH3:2])[O:3][C:4](=[O:5])[c:6]1[n:7](-[c:26]2[cH:27][cH:28][c:29]([O:32][CH:33]([CH3:34])[CH3:35])[cH:30][cH:31]2)[c:8]2[cH:9][cH:10][c:11](-[c:37]3[n:38][cH:39][c:40]([C:43]([F:44])([F:45])[F:46])[cH:41][cH:42]3)[cH:12][c:13]2[c:14]1[CH:15]=[O:16]. The reactants are CC(=O)NC1CC(N(C)C)CCC1N1CCC(NC(=O)OCc2ccccc2)C1=O, CCOC(C)=O. Yields the product CC(=O)NC1CC(N(C)C)CCC1N1CCC(N)C1=O. Reaction SMILES: [C:1]([CH3:2])(=[O:3])[NH:4][CH:5]1[CH:6]([N:14]2[C:15](=[O:30])[CH:16]([NH:19][C:20](=[O:21])[O:22][CH2:23][c:24]3[cH:25][cH:26][cH:27][cH:28][cH:29]3)[CH2:17][CH2:18]2)[CH2:7][CH2:8][CH:9]([N:11]([CH3:12])[CH3:13])[CH2:10]1.[CH3:31][CH2:32][O:33][C:34]([CH3:35])=[O:36]>>[C:1]([CH3:2])(=[O:3])[NH:4][CH:5]1[CH:6]([N:14]2[C:15](=[O:30])[CH:16]([NH2:19])[CH2:17][CH2:18]2)[CH2:7][CH2:8][CH:9]([N:11]([CH3:12])[CH3:13])[CH2:10]1. Reactants: Cl.C(C)N=C=NCCCN(C)C (1-Ethyl-3-(3′-dimethylaminopropyl)carbodiimide hydrochloride), NC/C=C/C=1C[C@@H]2N(C(C3=C(N(C2=O)COCC[Si](C)(C)C)C=C(C(=C3)OC)OCCCOC=3C(=CC2=C(N(C([C@H]4N(C2=O)C=C(C4)\C=C\C)=O)COCC[Si](C)(C)C)C3)OC)=O)C1 ((S)-2-((E)-3-aminoprop-1-enyl)-7-methoxy-8-(3-((S)-7-methoxy-5,11-dioxo-2-((E)-prop-1-enyl)-10-((2-(trimethylsilyl)ethoxy)methyl)-5,10,11,11a-tetrahydro-1H-benzo[e]pyrrolo[1,2-a][1,4]diazepin-8-yloxy)propoxy)-10-((2-(trimethylsilyl)ethoxy)methyl)-1H-benzo[e]pyrrolo[1,2-a][1,4]diazepine-5,11(10H,11aH)-dione), C1=CC=CC=2C3=CC=CC=C3C(C12)COC(=O)N[C@H](C(=O)N[C@H](C(=O)O)C)C(C)C ((S)-2-((S)-2-(((9H-fluoren-9-yl)methoxy)carbonylamino)-3-methylbutanamido)propanoic acid). Solvent: ClCCl (dichloromethane), ClCCl (dichloromethane). Reaction conditions: time 95 minute. The product is COC1=CC2=C(N(C([C@H]3N(C2=O)C=C(C3)/C=C/CNC([C@H](C)NC([C@H](C(C)C)NC(OCC3C2=CC=CC=C2C=2C=CC=CC32)=O)=O)=O)=O)COCC[Si](C)(C)C)C=C1OCCCOC=1C(=CC3=C(N(C([C@H]2N(C3=O)C=C(C2)\C=C\C)=O)COCC[Si](C)(C)C)C1)OC ((9H-fluoren-9-yl)methyl(S)-1-((S)-1-((E)-3-((S)-7-methoxy-8-(3-((S)-7-methoxy-5,11-dioxo-2-((E)-prop-1-enyl)-10-((2-(trimethylsilyl)ethoxy)methyl)-5,10,11,11a-tetrahydro-1H-benzo[e]pyrrolo[1,2-a][1,4]diazepin-8-yloxy)propoxy)-5,11-dioxo-10-((2-(trimethylsilyl)ethoxy)methyl)-5,10,11,11a-tetrahydro-1H-benzo[e]pyrrolo[1,2-a][1,4]diazepin-2-yl)allylamino)-1-oxopropan-2-ylamino)-3-methyl-1-oxobutan-2-ylcarbamate). The yield is 50.3%. As a reaction SMILES: Cl.C(N=C=NCCCN(C)C)C.[NH2:13][CH2:14]/[CH:15]=[CH:16]/[C:17]1[CH2:18][C@H:19]2[C:25](=[O:26])[N:24]([CH2:27][O:28][CH2:29][CH2:30][Si:31]([CH3:34])([CH3:33])[CH3:32])[C:23]3[CH:35]=[C:36]([O:41][CH2:42][CH2:43][CH2:44][O:45][C:46]4[C:47]([O:73][CH3:74])=[CH:48][C:49]5[C:55](=[O:56])[N:54]6[CH:57]=[C:58](/[CH:60]=[CH:61]/[CH3:62])[CH2:59][C@H:53]6[C:52](=[O:63])[N:51]([CH2:64][O:65][CH2:66][CH2:67][Si:68]([CH3:71])([CH3:70])[CH3:69])[C:50]=5[CH:72]=4)[C:37]([O:39][CH3:40])=[CH:38][C:22]=3[C:21](=[O:75])[N:20]2[CH:76]=1.[CH:77]1[C:89]2[CH:88]([CH2:90][O:91][C:92]([NH:94][C@@H:95]([CH:104]([CH3:106])[CH3:105])[C:96]([NH:98][C@@H:99]([CH3:103])[C:100](O)=[O:101])=[O:97])=[O:93])[C:87]3[C:82](=[CH:83][CH:84]=[CH:85][CH:86]=3)[C:81]=2[CH:80]=[CH:79][CH:78]=1>ClCCl>[CH3:40][O:39][C:37]1[C:36]([O:41][CH2:42][CH2:43][CH2:44][O:45][C:46]2[C:47]([O:73][CH3:74])=[CH:48][C:49]3[C:55](=[O:56])[N:54]4[CH:57]=[C:58](/[CH:60]=[CH:61]/[CH3:62])[CH2:59][C@H:53]4[C:52](=[O:63])[N:51]([CH2:64][O:65][CH2:66][CH2:67][Si:68]([CH3:71])([CH3:70])[CH3:69])[C:50]=3[CH:72]=2)=[CH:35][C:23]2[N:24]([CH2:27][O:28][CH2:29][CH2:30][Si:31]([CH3:34])([CH3:33])[CH3:32])[C:25](=[O:26])[C@@H:19]3[CH2:18][C:17](/[CH:16]=[CH:15]/[CH2:14][NH:13][C:100](=[O:101])[C@@H:99]([NH:98][C:96](=[O:97])[C@@H:95]([NH:94][C:92](=[O:93])[O:91][CH2:90][CH:88]4[C:89]5[CH:77]=[CH:78][CH:79]=[CH:80][C:81]=5[C:82]5[C:87]4=[CH:86][CH:85]=[CH:84][CH:83]=5)[CH:104]([CH3:106])[CH3:105])[CH3:103])=[CH:76][N:20]3[C:21](=[O:75])[C:22]=2[CH:38]=1 |f:0.1|. Reported procedure: 1-Ethyl-3-(3′-dimethylaminopropyl)carbodiimide hydrochloride (0.0641 g, 0.334 mmol, 1.0 eq.) was added to a solution of allylamine 17c (assumed 100% yield, 0.306 g, 0.334 mmol, 1.0 eq.) and HO-Ala-Val-Fmoc 12 (0.1367 g, 0.334 mmol, 1.0 eq.) in dry dichloromethane (18 mL). The reaction mixture was stirred for 95 minutes at room temperature when the reaction mixture was diluted with dichloromethane (30 mL) and washed sequentially with water (30 mL) and brine (30 mL). The organic layer was dried ov...